From a dataset of the Open Reaction Database (ORD), a public repository of structured organic reaction records. describe an organic reaction: reactants, conditions, products, and yield Reactants: CC(C)C[Al+]CC(C)C, COc1ccccc1C1CCCCC1CC#N, CCOC(C)=O, [H-]. RXN SMILES: [CH2:19]([Al+:20][CH2:21][CH:22]([CH3:23])[CH3:24])[CH:25]([CH3:26])[CH3:27].[CH3:1][O:2][c:3]1[c:4]([CH:9]2[CH:10]([CH2:15][C:16]#[N:17])[CH2:11][CH2:12][CH2:13][CH2:14]2)[cH:5][cH:6][cH:7][cH:8]1.[CH3:28][CH2:29][O:30][C:31](=[O:32])[CH3:33].[H-:18]>>[CH3:1][O:2][c:3]1[c:4]([CH:9]2[CH:10]([CH2:15][CH:16]=[O:30])[CH2:11][CH2:12][CH2:13][CH2:14]2)[cH:5][cH:6][cH:7][cH:8]1. Product: COc1ccccc1C1CCCCC1CC=O. The reactants are N1=C(C=CC=C1)COC=1C=C2C(=C(N(C2=CC1)CC1=CC=C(C=C1)C=1C=CC(=NC1)OC)CC(C(=O)O)(C)C)SC(C)(C)C (3-[5-(Pyrid-2-ylmethoxy)-3-(2-methyl-2-propylthio)-1-[4-(2-methoxypyrid-5-yl)benzyl]indol-2-yl]-2,2-dimethylpropionic acid), [Li+].[OH-] (LiOH), O (water). Run in C(C)O (ethanol). Product: N1=C(C=CC=C1)COC=1C=C2C(=C(N(C2=CC1)CC1=CC=C(C=C1)C=1C=CC(=NC1)OC)CC(C(=O)[O-])(C)C)SC(C)(C)C.[Li+] (lithium 3-[5-(pyrid-2-ylmethoxy)-3-(2-methyl-2-propylthio)-1-[4-(2-methoxypyrid-5-yl)benzyl]indol-2-yl]-2,2-dimethylpropionate). As a reaction SMILES: [N:1]1[CH:6]=[CH:5][CH:4]=[CH:3][C:2]=1[CH2:7][O:8][C:9]1[CH:10]=[C:11]2[C:15](=[CH:16][CH:17]=1)[N:14]([CH2:18][C:19]1[CH:24]=[CH:23][C:22]([C:25]3[CH:26]=[CH:27][C:28]([O:31][CH3:32])=[N:29][CH:30]=3)=[CH:21][CH:20]=1)[C:13]([CH2:33][C:34]([CH3:39])([CH3:38])[C:35]([OH:37])=[O:36])=[C:12]2[S:40][C:41]([CH3:44])([CH3:43])[CH3:42].[Li+:45].[OH-].O>C(O)C>[N:1]1[CH:6]=[CH:5][CH:4]=[CH:3][C:2]=1[CH2:7][O:8][C:9]1[CH:10]=[C:11]2[C:15](=[CH:16][CH:17]=1)[N:14]([CH2:18][C:19]1[CH:20]=[CH:21][C:22]([C:25]3[CH:26]=[CH:27][C:28]([O:31][CH3:32])=[N:29][CH:30]=3)=[CH:23][CH:24]=1)[C:13]([CH2:33][C:34]([CH3:39])([CH3:38])[C:35]([O-:37])=[O:36])=[C:12]2[S:40][C:41]([CH3:44])([CH3:43])[CH3:42].[Li+:45] |f:1.2,5.6|. Procedure details: 3-[5-(Pyrid-2-ylmethoxy)-3-(2-methyl-2-propylthio)-1-[4-(2-methoxypyrid-5-yl)benzyl]indol-2-yl]-2,2-dimethylpropionic acid (1 eq.) is added to a reactor containing ethanol and stirred. A LiOH solution in water (1.05 eq.) is added to the reactor and stirred at ambient temperature. After removal of the solvent, lithium 3-[5-(pyrid-2-ylmethoxy)-3-(2-methyl-2-propylthio)-1-[4-(2-methoxypyrid-5-yl)benzyl]indol-2-yl]-2,2-dimethylpropionate is obtained.